This data is from the Open Reaction Database (ORD), a public repository of structured organic reaction records. The task is: describe an organic reaction: reactants, conditions, products, and yield Reactants: O1C(=CC=C1)C1=NC(=CC(=N1)Cl)Cl (2-(2-Furyl)-4,6-dichloropyrimidine), [N-]=[N+]=[N-].[Na+] (sodium azide). Run in CC(=O)C (acetone). The product is O1C(=CC=C1)C1=NC(=CC(=N1)N=[N+]=[N-])Cl (2-(2-furyl)-4-azido-6-chloropyrimidine). RXN SMILES: [O:1]1[CH:5]=[CH:4][CH:3]=[C:2]1[C:6]1[N:11]=[C:10](Cl)[CH:9]=[C:8]([Cl:13])[N:7]=1.[N-:14]=[N+:15]=[N-:16].[Na+]>CC(C)=O>[O:1]1[CH:5]=[CH:4][CH:3]=[C:2]1[C:6]1[N:11]=[C:10]([N:14]=[N+:15]=[N-:16])[CH:9]=[C:8]([Cl:13])[N:7]=1 |f:1.2|. Procedure details: 2-(2-Furyl)-4,6-dichloropyrimidine (m.p. 68° - 70°C.) was reacted with sodium azide in aqueous acetone to give 2-(2-furyl)-4-azido-6-chloropyrimidine (m.p. 117° - 119°C.) and this was then nitrated to give 2-(5-nitro-2-furyl)-4-azido-6-chloropyrimidine (m.p. 114° - 116°C.) which was, in turn, reacted with hydrazine hydrate in isopropanol. Starting materials: C12CN(CC2C1)C1=NC=C(C=C1)[N+](=O)[O-] (2-(3-azabicyclo[3.1.0]hex-3-yl)-5-nitropyridine). The reagents and catalysts are [Pd] (palladium-on-charcoal). Product: C12CN(CC2C1)C1=NC=C(C=C1)N (2-(3-Azabicyclo[3.1.0]hex-3-yl)-5-aminopyridine). The yield is 0.1%. RXN SMILES: [CH:1]12[CH2:6][CH:5]1[CH2:4][N:3]([C:7]1[CH:12]=[CH:11][C:10]([N+:13]([O-])=O)=[CH:9][N:8]=1)[CH2:2]2>[Pd]>[CH:1]12[CH2:6][CH:5]1[CH2:4][N:3]([C:7]1[CH:12]=[CH:11][C:10]([NH2:13])=[CH:9][N:8]=1)[CH2:2]2. Procedure: The process is carried out according to the method used in example 5.2, using 0.2 g (0.97 mol) of 2-(3-azabicyclo[3.1.0]hex-3-yl)-5-nitropyridine, described in step 12.1, and 0.5 g of 10% palladium-on-charcoal. 0.1 g of the expected product is thus isolated, which product will be used as it is in the next step. Starting materials: ice water, C(C=C)NC(C1=CC=CC=C1)C (N-allyl-N-α-methylbenzylamine), C([O-])([O-])=O.[K+].[K+] (potassium carbonate), C(C1=CC=CC=C1)(=O)OC1=CC=C(C=C1)S(=O)(=O)Cl (4-benzoyloxybenzenesulfonyl chloride). Run in CC(=O)C (acetone), CC(=O)C (acetone). Reaction conditions: time 1 hour. The product is C(C=C)N(S(=O)(=O)C1=CC=C(C=C1)O)C(C1=CC=CC=C1)C (N-allyl-N-α-methylbenzyl-4-hydroxybenzenesulfonamide). Yield: 63.0%. Reaction SMILES: [CH2:1]([NH:4][CH:5]([CH3:12])[C:6]1[CH:11]=[CH:10][CH:9]=[CH:8][CH:7]=1)[CH:2]=[CH2:3].C(=O)([O-])[O-].[K+].[K+].C([O:27][C:28]1[CH:33]=[CH:32][C:31]([S:34](Cl)(=[O:36])=[O:35])=[CH:30][CH:29]=1)(=O)C1C=CC=CC=1>CC(C)=O>[CH2:1]([N:4]([CH:5]([CH3:12])[C:6]1[CH:11]=[CH:10][CH:9]=[CH:8][CH:7]=1)[S:34]([C:31]1[CH:32]=[CH:33][C:28]([OH:27])=[CH:29][CH:30]=1)(=[O:36])=[O:35])[CH:2]=[CH2:3] |f:1.2.3|. Procedure: To a solution of 1.61 g (0.01 mol) of N-allyl-N-α-methylbenzylamine and 1.38 g of potassium carbonate in 15 ml of acetone was dropped a solution of 2.62 g (0.084 mol) of 4-benzoyloxybenzenesulfonyl chloride in 5 ml of acetone under ice-cooling conditions. The mixture was subjected to the reaction at room temperature for 30 minutes and then at 50° C. for 1 hour. After completion of the reaction, the inorganic salt was removed by filtration and the acetone was distilled off, then, the contents wer... Reactants: Cc1ccccc1, O=C(Cc1ccccc1)OCCC1CCNCC1. The product is c1ccc(CCOCCC2CCNCC2)cc1. As a reaction SMILES: [CH3:19][c:20]1[cH:21][cH:22][cH:23][cH:24][cH:25]1.[c:1]1([CH2:7][C:8](=[O:9])[O:10][CH2:11][CH2:12][CH:13]2[CH2:14][CH2:15][NH:16][CH2:17][CH2:18]2)[cH:2][cH:3][cH:4][cH:5][cH:6]1>>[c:1]1([CH2:7][CH2:8][O:10][CH2:11][CH2:12][CH:13]2[CH2:14][CH2:15][NH:16][CH2:17][CH2:18]2)[cH:2][cH:3][cH:4][cH:5][cH:6]1. Reactants: O=C([O-])[O-], CCCOCCl, O=c1[nH]c(=O)n(CC2CC2)c2ncn(Cc3ccccc3)c12, CN(C)C=O, CO, [K+], [K+], O. The product is CCCOCn1c(=O)c2c(ncn2Cc2ccccc2)n(CC2CC2)c1=O. RXN SMILES: [C:1](=[O:2])([O-:3])[O-:4].[CH2:29]([CH2:30][CH3:31])[O:32][CH2:33][Cl:34].[CH2:7]([c:8]1[cH:9][cH:10][cH:11][cH:12][cH:13]1)[n:14]1[cH:15][n:16][c:17]2[n:18]([CH2:25][CH:26]3[CH2:27][CH2:28]3)[c:19](=[O:24])[nH:20][c:21](=[O:23])[c:22]12.[CH3:35][N:36]([CH3:37])[CH:38]=[O:39].[CH3:41][OH:42].[K+:5].[K+:6].[OH2:40]>>[CH2:7]([c:8]1[cH:9][cH:10][cH:11][cH:12][cH:13]1)[n:14]1[cH:15][n:16][c:17]2[n:18]([CH2:25][CH:26]3[CH2:27][CH2:28]3)[c:19](=[O:24])[n:20]([CH2:33][O:32][CH2:29][CH2:30][CH3:31])[c:21](=[O:23])[c:22]12. Starting materials: COC1=CC2=C(C(C3=C1SC=C3)=CC(=O)O)C=CC=C2 ([10-Methoxy-4H-benzo[4,5]cyclohepta[1,2-b]thiophen-4-ylidene]-acetic acid), ( Z ). The solvent is C(C)O (ethanol). Reaction conditions: time 20 hour. Yields the product COC1=CC2=C(/C(/C3=C1SC=C3)=C/C(=O)O)C=CC=C2 ((Z)-[10-methoxy-4H-benzo[4,5]cyclohepta[1,2-b]thiophen-4-ylidene]-acetic acid). As a reaction SMILES: [CH3:1][O:2][C:3]1[C:9]2[S:10][CH:11]=[CH:12][C:8]=2[C:7](=[CH:13][C:14]([OH:16])=[O:15])[C:6]2[CH:17]=[CH:18][CH:19]=[CH:20][C:5]=2[CH:4]=1>C(O)C>[CH3:1][O:2][C:3]1[C:9]2[S:10][CH:11]=[CH:12][C:8]=2/[C:7](=[CH:13]\[C:14]([OH:16])=[O:15])/[C:6]2[CH:17]=[CH:18][CH:19]=[CH:20][C:5]=2[CH:4]=1. Procedure details: The isomer mixture product of example 2 is dissolved in 1 l boiling 95% ethanol, seeded with crystals of the pure (Z) isomer obtained in accordance with example (5a1) above and allowed to cool slowly with stirring. After standing for 20 hours the yellow crystal mass is filtered off and pressed. The pure (Z)-[10-methoxy-4H-benzo[4,5]cyclohepta[1,2-b]thiophen-4-ylidene]-acetic acid is obtained following re-crystallisation from ethanol: m.p.=184°-187° C. Starting materials: C[O-].[Na+] (Sodium methoxide), NC(NNC(C1=C(C=CC=C1)NC1=C(C(=CC=C1Cl)C)Cl)=O)=S (2-[(2,6-dichloro-3-methylphenyl)amino]-benzoic acid, 2-(aminothioxomethyl)-hydrazide), C[O-].[Na+] (sodium methoxide). The solvent is CO (methanol). Conditions: time 8 hour. Yields the product ClC1=C(C(=CC=C1C)Cl)NC1=C(C=CC=C1)C=1NC(NN1)=S (5-[2-[(2,6-dichloro-3-methylphenyl)amino]phenyl]-2,4-dihydro-3H-1,2,4-triazole-3-thione). The yield is 43.1%. As a reaction SMILES: C[O-].[Na+].[NH2:4][C:5](=[S:26])[NH:6][NH:7][C:8](=O)[C:9]1[CH:14]=[CH:13][CH:12]=[CH:11][C:10]=1[NH:15][C:16]1[C:21]([Cl:22])=[CH:20][CH:19]=[C:18]([CH3:23])[C:17]=1[Cl:24]>CO>[Cl:24][C:17]1[C:18]([CH3:23])=[CH:19][CH:20]=[C:21]([Cl:22])[C:16]=1[NH:15][C:10]1[CH:11]=[CH:12][CH:13]=[CH:14][C:9]=1[C:8]1[NH:4][C:5](=[S:26])[NH:6][N:7]=1 |f:0.1|. Procedure: Sodium methoxide (734.0 mg, 13.59 mmol) is added to a solution of 2-[(2,6-dichloro-3-methylphenyl)amino]-benzoic acid, 2-(aminothioxomethyl)-hydrazide (1.466 g, 3.96 mmol) in 60 ml of methanol and the mixture is heated at reflux overnight, under a nitrogen atmosphere. An additional amount of sodium methoxide (702.0 mg, 13.00 mmol) is added and heating at reflux is continued overnight. The volatiles are removed in vacuo and the residue dissolved in water. The aqueous solution is acidified to pH 4... Yields the product CCOC(=O)CC1CCc2c1[nH]c1ccc(OCc3ccc(C(F)(F)F)cc3C(F)(F)F)cc21. As a reaction SMILES: [Br:26][CH2:27][c:28]1[c:29]([C:38]([F:39])([F:40])[F:41])[cH:30][c:31]([C:34]([F:35])([F:36])[F:37])[cH:32][cH:33]1.[CH3:47][CH2:48][O:49][C:50]([CH3:51])=[O:52].[K+:20].[K+:21].[O-:22][C:23]([O-:24])=[O:25].[O:42]=[CH:43][N:44]([CH3:45])[CH3:46].[OH:1][c:2]1[cH:3][c:4]2[c:5]3[c:6]([nH:7][c:8]2[cH:9][cH:10]1)[CH:11]([CH2:14][C:15](=[O:16])[O:17][CH2:18][CH3:19])[CH2:12][CH2:13]3>>[O:1]([c:2]1[cH:3][c:4]2[c:5]3[c:6]([nH:7][c:8]2[cH:9][cH:10]1)[CH:11]([CH2:14][C:15](=[O:16])[O:17][CH2:18][CH3:19])[CH2:12][CH2:13]3)[CH2:27][c:28]1[c:29]([C:38]([F:39])([F:40])[F:41])[cH:30][c:31]([C:34]([F:35])([F:36])[F:37])[cH:32][cH:33]1. Reactants: FC(F)(F)c1ccc(CBr)c(C(F)(F)F)c1, CCOC(C)=O, [K+], [K+], O=C([O-])[O-], CN(C)C=O, CCOC(=O)CC1CCc2c1[nH]c1ccc(O)cc21.